Dataset: the Open Reaction Database (ORD), a public repository of structured organic reaction records. Task: describe an organic reaction: reactants, conditions, products, and yield Reactants: [H-].[Na+] (sodium hydride), [H][H] (hydrogen), C(C(C)(C)C)(=O)OC (methyl pivalate), C(C)#N (acetonitrile). The solvent is C1(=CC=CC=C1)C (toluene), O (water). Run at temperature 85 celsius. Yields the product C(C(C)(C)C)(=O)CC#N (pivaloylacetonitrile). Reaction SMILES: [H-].[Na+].[C:3]([O:9]C)(=O)[C:4]([CH3:7])([CH3:6])[CH3:5].[C:11](#[N:13])[CH3:12].[H][H]>C1(C)C=CC=CC=1.O>[C:3]([CH2:12][C:11]#[N:13])(=[O:9])[C:4]([CH3:7])([CH3:6])[CH3:5] |f:0.1|. Reported procedure: 55 grams of sodium hydride (as an 80 weight % suspension in white oil) were suspended in 500 ml of dry toluene, 106 grams (0.914 mole) of methyl pivalate added and the mixture heated to 85° C. Then under vigorous stirring there was dropped in 77 grams (1.87 moles) of acetonitrile within 4 hours. Stirring was continued subsequently at 85° C. until the end of the development of hydrogen. The thickly liquid reaction mass was cooled to room temperature, treated with 700 ml of water, stirred vigorous...